Dataset: the Open Reaction Database (ORD), a public repository of structured organic reaction records. Task: describe an organic reaction: reactants, conditions, products, and yield The reactants are C(C1=CC=CC=C1)N (benzylamine), BrCC(=O)Br (Bromoacetylbromide), C(C)(C)C1=C(N)C(=CC=C1)C(C)C (2,6-diisopropylaniline). Solvent: C(C)N(CC)CC (triethylamine), C(C)N(CC)CC (triethylamine). Conditions: time 8 hour. Yields the product CC(C)C1=C(C(=CC=C1)C(C)C)NC(CNCC1=CC=CC=C1)=O (N-[2,6-bis(1-Methylethyl)phenyl]-2-[(phenylmethyl)amino]acetamide). The yield is 96.0%. As a reaction SMILES: Br[CH2:2][C:3](Br)=[O:4].[CH:6]([C:9]1[CH:15]=[CH:14][CH:13]=[C:12]([CH:16]([CH3:18])[CH3:17])[C:10]=1[NH2:11])([CH3:8])[CH3:7].[CH2:19]([NH2:26])[C:20]1[CH:25]=[CH:24][CH:23]=[CH:22][CH:21]=1>C(N(CC)CC)C>[CH3:17][CH:16]([C:12]1[CH:13]=[CH:14][CH:15]=[C:9]([CH:6]([CH3:8])[CH3:7])[C:10]=1[NH:11][C:3](=[O:4])[CH2:2][NH:26][CH2:19][C:20]1[CH:25]=[CH:24][CH:23]=[CH:22][CH:21]=1)[CH3:18]. Procedure details: Bromoacetylbromide (4.5 mL) was added portionwise to a mixture of 8.85 g 2,6-diisopropylaniline and 7.0 mL triethylamine in 300 mL EtoAc at 0° C. Upon completing the addition, excess triethylamine and 5.4 g benzylamine were added and the entire mixture was heated on the steambath for 30 minutes. The reaction mixture was allowed to sit overnight at room temperature, and was then filtered, concentrated, and filtered through silica gel (70-230 mesh) using hexane/EtoAc, 1/1, as eluant. A total of 15... Starting materials: C(C)(=O)OC[C@]12CC[C@@H](C=C1CC[C@H]1[C@@H]3CC[C@@H]([C@@]3(C)CC[C@H]21)O[Si](C2=CC=CC=C2)(C2=CC=CC=C2)C2=CC=CC=C2)O[Si](C2=CC=CC=C2)(C2=CC=CC=C2)C2=CC=CC=C2 (3β,17β-di-(triphenylsiloxy)androst-4-en-19-ol acetate), C(C)(=O)OC[C@]12[C@@H](C[C@@H](C=C1CC[C@H]1[C@@H]3CC[C@@H]([C@@]3(C)CC[C@H]21)O)O)C (1β-methyl-4-androstene-3β,17β,19-triol 19-acetate), C(C)(=O)OC[C@]12CC[C@@H](C=C1[C@H](C[C@H]1[C@@H]3CC[C@@H]([C@@]3(C)CC[C@H]21)O)C)O (6α-methyl-4-androstene-3β,17β,19-triol 19-acetate). The product is C(C)(=O)OC[C@]12[C@@H](C[C@@H](C=C1CC[C@H]1[C@@H]3CC[C@@H]([C@@]3(C)CC[C@H]21)O[Si](C2=CC=CC=C2)(C2=CC=CC=C2)C2=CC=CC=C2)O[Si](C2=CC=CC=C2)(C2=CC=CC=C2)C2=CC=CC=C2)C (1β-methyl-3β,17β-di-(triphenylsiloxy)-4-androsten-19-ol acetate), C(C)(=O)OC[C@]12CC[C@@H](C=C1[C@H](C[C@H]1[C@@H]3CC[C@@H]([C@@]3(C)CC[C@H]21)O[Si](C2=CC=CC=C2)(C2=CC=CC=C2)C2=CC=CC=C2)C)O[Si](C2=CC=CC=C2)(C2=CC=CC=C2)C2=CC=CC=C2 (6α-methyl-3β,17β-di-(triphenylsiloxy)-4-androsten-19-ol acetate). Reaction SMILES: [C:1](OC[C@@]12[C@@H]3[C@H]([C@H]4[C@@](CC3)(C)[C@@H](O)CC4)CCC1=C[C@@H](O)C[C@H]2C)(=O)C.[C:27](OC[C@@]12[C@@H]3[C@H]([C@H]4[C@@](CC3)(C)[C@@H](O)CC4)C[C@H](C)C1=C[C@@H](O)CC2)(=O)C.[C:53]([O:56][CH2:57][C@@:58]12[C@@H:75]3[C@H:66]([C@H:67]4[C@@:71]([CH2:73][CH2:74]3)([CH3:72])[C@@H:70]([O:76][Si:77]([C:90]3[CH:95]=[CH:94][CH:93]=[CH:92][CH:91]=3)([C:84]3[CH:89]=[CH:88][CH:87]=[CH:86][CH:85]=3)[C:78]3[CH:83]=[CH:82][CH:81]=[CH:80][CH:79]=3)[CH2:69][CH2:68]4)[CH2:65][CH2:64][C:63]1=[CH:62][C@@H:61]([O:96][Si:97]([C:110]1[CH:115]=[CH:114][CH:113]=[CH:112][CH:111]=1)([C:104]1[CH:109]=[CH:108][CH:107]=[CH:106][CH:105]=1)[C:98]1[CH:103]=[CH:102][CH:101]=[CH:100][CH:99]=1)[CH2:60][CH2:59]2)(=[O:55])[CH3:54]>>[C:53]([O:56][CH2:57][C@@:58]12[C@@H:75]3[C@H:66]([C@H:67]4[C@@:71]([CH2:73][CH2:74]3)([CH3:72])[C@@H:70]([O:76][Si:77]([C:90]3[CH:91]=[CH:92][CH:93]=[CH:94][CH:95]=3)([C:84]3[CH:85]=[CH:86][CH:87]=[CH:88][CH:89]=3)[C:78]3[CH:83]=[CH:82][CH:81]=[CH:80][CH:79]=3)[CH2:69][CH2:68]4)[CH2:65][CH2:64][C:63]1=[CH:62][C@@H:61]([O:96][Si:97]([C:104]1[CH:105]=[CH:106][CH:107]=[CH:108][CH:109]=1)([C:98]1[CH:99]=[CH:100][CH:101]=[CH:102][CH:103]=1)[C:110]1[CH:115]=[CH:114][CH:113]=[CH:112][CH:111]=1)[CH2:60][C@H:59]2[CH3:1])(=[O:55])[CH3:54].[C:53]([O:56][CH2:57][C@@:58]12[C@@H:75]3[C@H:66]([C@H:67]4[C@@:71]([CH2:73][CH2:74]3)([CH3:72])[C@@H:70]([O:76][Si:77]([C:90]3[CH:91]=[CH:92][CH:93]=[CH:94][CH:95]=3)([C:84]3[CH:85]=[CH:86][CH:87]=[CH:88][CH:89]=3)[C:78]3[CH:83]=[CH:82][CH:81]=[CH:80][CH:79]=3)[CH2:69][CH2:68]4)[CH2:65][C@H:64]([CH3:27])[C:63]1=[CH:62][C@@H:61]([O:96][Si:97]([C:104]1[CH:105]=[CH:106][CH:107]=[CH:108][CH:109]=1)([C:98]1[CH:99]=[CH:100][CH:101]=[CH:102][CH:103]=1)[C:110]1[CH:115]=[CH:114][CH:113]=[CH:112][CH:111]=1)[CH2:60][CH2:59]2)(=[O:55])[CH3:54]. Procedure details: Substituting 1β-methyl-4-androstene-3β,17β,19-triol 19-acetate and 6α-methyl-4-androstene-3β,17β,19-triol 19-acetate for the androst-4-ene-3β,17β,19-triol 19-acetate above, results in the preparation of 1β-methyl-3β,17β-di-(triphenylsiloxy)-4-androsten-19-ol acetate and 6α-methyl-3β,17β-di-(triphenylsiloxy)-4-androsten-19-ol acetate.